Dataset: the Open Reaction Database (ORD), a public repository of structured organic reaction records. Task: describe an organic reaction: reactants, conditions, products, and yield The reactants are Brc1cccnc1, NCc1cccnc1. The product is c1cncc(CNc2cccnc2)c1. RXN SMILES: [Br:1][c:2]1[cH:3][n:4][cH:5][cH:6][cH:7]1.[NH2:8][CH2:9][c:10]1[cH:11][n:12][cH:13][cH:14][cH:15]1>>[c:2]1([NH:8][CH2:9][c:10]2[cH:11][n:12][cH:13][cH:14][cH:15]2)[cH:3][n:4][cH:5][cH:6][cH:7]1.